This data is from the Open Reaction Database (ORD), a public repository of structured organic reaction records. The task is: describe an organic reaction: reactants, conditions, products, and yield The reactants are [OH-].[Na+] (sodium hydroxide), N1(CCOCC1)C=1N=C(NC(C1)=O)CC(=O)NC=1C=C(C(=O)OC)C=CC1 (methyl 3-({[4-(morpholin-4-yl)-6-oxo-1,6-dihydropyrimidin-2-yl]acetyl}amino)-benzoate). Solvent: CO (methanol). Reaction conditions: temperature 60 celsius. Product: N1(CCOCC1)C=1N=C(NC(C1)=O)CC(=O)NC=1C=C(C(=O)O)C=CC1 (3-({[4-(morpholin-4-yl)-6-oxo-1,6-dihydropyrimidin-2-yl]acetyl}amino)benzoic acid). As a reaction SMILES: [OH-].[Na+].[N:3]1([C:9]2[N:10]=[C:11]([CH2:16][C:17]([NH:19][C:20]3[CH:21]=[C:22]([CH:27]=[CH:28][CH:29]=3)[C:23]([O:25]C)=[O:24])=[O:18])[NH:12][C:13](=[O:15])[CH:14]=2)[CH2:8][CH2:7][O:6][CH2:5][CH2:4]1>CO>[N:3]1([C:9]2[N:10]=[C:11]([CH2:16][C:17]([NH:19][C:20]3[CH:21]=[C:22]([CH:27]=[CH:28][CH:29]=3)[C:23]([OH:25])=[O:24])=[O:18])[NH:12][C:13](=[O:15])[CH:14]=2)[CH2:8][CH2:7][O:6][CH2:5][CH2:4]1 |f:0.1|. Reported procedure: 1.8 ml of 2 M sodium hydroxide are added to a solution of 335 mg of methyl 3-({[4-(morpholin-4-yl)-6-oxo-1,6-dihydropyrimidin-2-yl]acetyl}amino)-benzoate in 25 ml of methanol. The reaction mixture is heated at 60° C. for 2 h 30, and it is then concentrated under reduced pressure. The evaporation residue is taken up in 50 ml of water. The aqueous phase is extracted with ethyl acetate and then acidified (pH=6) by adding a 1N solution of hydrochloric acid. The precipitate formed is filtered off and... Starting materials: CNC(=O)C1=CC=CC2=CC(=CC=C12)OC (N-methylaminocarbonyl-6-methoxynapthalene), unpurified solid, C([O-])(O)=O.[Na+] (sodium bicarbonate), [N-]=[N+]=[N-] (azide), S(O)(O)(=O)=O (sulfuric acid), [OH-].[Na+] (sodium hydroxide), C(C)(=O)C1=CC2=CC=C(C=C2C=C1)OC (2-acetyl-6-methoxynapthalene), FC(C(=O)O)(F)F (trifluoroacetic acid), [N-]=[N+]=[N-].[Na+] (sodium azide), C(C)(=O)NC1=CC=CC2=CC(=CC=C12)OC (N-acetyl-6-methoxynapthylamine). Solvent: C(C)O (ethanol), O (Water), C(C)(=O)OCC (ethyl acetate). Run at temperature 120 celsius, time 30 minute. Yields the product NC1=CC2=CC=C(C=C2C=C1)OC (2-amino-6-methoxynapthalene). Reaction SMILES: C([C:4]1[CH:13]=[CH:12][C:11]2[C:6](=[CH:7][CH:8]=[C:9]([O:14][CH3:15])[CH:10]=2)[CH:5]=1)(=O)C.FC(F)(F)C(O)=O.[N-:23]=[N+]=[N-].[Na+].[N-]=[N+]=[N-].C(=O)(O)[O-].[Na+].C(NC1C2C(=CC(OC)=CC=2)C=CC=1)(=O)C.CNC(C1C2C(=CC(OC)=CC=2)C=CC=1)=O.S(=O)(=O)(O)O.[OH-].[Na+]>C(O)C.C(OCC)(=O)C.O>[NH2:23][C:4]1[CH:13]=[CH:12][C:11]2[C:6](=[CH:7][CH:8]=[C:9]([O:14][CH3:15])[CH:10]=2)[CH:5]=1 |f:2.3,5.6,10.11|. Reported procedure: A 2-necked 100 mL round bottom flask was charged with commercially available 2-acetyl-6-methoxynapthalene(5.0 g, 25 mmol) and trifluoroacetic acid (500 mmol, 38 mL) and fitted with a reflux condenser and a stopper. The solution was heated to 120° C. and sodium azide (3.25 g, 50 mml) was added over 30 minutes. Each addition resulted in a visible exotherm. Gas evolution ceased 30 minutes after complete addition of the azide. The reaction was cooled and poured into excess saturated aqueous sodium b... Reactants: CC(C)(C)OC(=O)N1CC(O)CCC1CCN1C(=O)COc2ccc(C#N)cc21, C1CCOC1, CCOC(C)=O, c1ccc(P(c2ccccc2)c2ccccc2)cc1, [N-]=[N+]=NP(=O)(c1ccccc1)c1ccccc1. Yields the product CC(C)(C)OC(=O)N1CC(N=[N+]=[N-])CCC1CCN1C(=O)COc2ccc(C#N)cc21. As a reaction SMILES: [C:1]([CH3:2])([CH3:3])([CH3:4])[O:5][C:6](=[O:7])[N:8]1[CH:9]([CH2:15][CH2:16][N:17]2[C:18](=[O:29])[CH2:19][O:20][c:21]3[c:22]2[cH:23][c:24]([C:27]#[N:28])[cH:25][cH:26]3)[CH2:10][CH2:11][CH:12]([OH:14])[CH2:13]1.[CH2:66]1[O:67][CH2:68][CH2:69][CH2:70]1.[CH3:71][CH2:72][O:73][C:74](=[O:75])[CH3:76].[c:30]1([P:31]([c:32]2[cH:33][cH:34][cH:35][cH:36][cH:37]2)[c:38]2[cH:39][cH:40][cH:41][cH:42][cH:43]2)[cH:44][cH:45][cH:46][cH:47][cH:48]1.[c:49]1([P:50]([c:51]2[cH:52][cH:53][cH:54][cH:55][cH:56]2)(=[O:57])[N:63]=[N+:64]=[N-:65])[cH:58][cH:59][cH:60][cH:61][cH:62]1>>[C:1]([CH3:2])([CH3:3])([CH3:4])[O:5][C:6](=[O:7])[N:8]1[CH:9]([CH2:15][CH2:16][N:17]2[C:18](=[O:29])[CH2:19][O:20][c:21]3[c:22]2[cH:23][c:24]([C:27]#[N:28])[cH:25][cH:26]3)[CH2:10][CH2:11][CH:12]([N:63]=[N+:64]=[N-:65])[CH2:13]1. Starting materials: C(C)(C)C1=NN2C(C=C(C=C2)NC(=O)C2=C(C=NN2C)C(=O)O)=N1 (5-(2-isopropyl-[1,2,4]triazolo[1,5-a]pyridin-7-ylcarbamoyl)-1-methyl-1H-pyrazole-4-carboxylic acid), N1CCCC1 (pyrrolidine), CCCP(=O)=O (propylphosphonic anhydride), C(C)(C)N(CC)C(C)C (diisopropylethylamine). Solvent: O1CCCC1 (tetrahydrofurane). Conditions: temperature 25 celsius, time 3.5 day. Yields the product C(C)(C)C1=NN2C(C=C(C=C2)NC(=O)C2=C(C=NN2C)C(=O)N2CCCC2)=N1 (N-(2-isopropyl-[1,2,4]triazolo[1,5-a]pyridin-7-yl)-1-methyl-4-(pyrrolidine-1-carbonyl)-1H-pyrazole-5-carboxamide). Isolated yield 93.5%. Reaction SMILES: [CH:1]([C:4]1[N:24]=[C:7]2[CH:8]=[C:9]([NH:12][C:13]([C:15]3[N:19]([CH3:20])[N:18]=[CH:17][C:16]=3[C:21](O)=[O:22])=[O:14])[CH:10]=[CH:11][N:6]2[N:5]=1)([CH3:3])[CH3:2].[NH:25]1[CH2:29][CH2:28][CH2:27][CH2:26]1.CCCP(=O)=O.C(N(C(C)C)CC)(C)C>O1CCCC1>[CH:1]([C:4]1[N:24]=[C:7]2[CH:8]=[C:9]([NH:12][C:13]([C:15]3[N:19]([CH3:20])[N:18]=[CH:17][C:16]=3[C:21]([N:25]3[CH2:29][CH2:28][CH2:27][CH2:26]3)=[O:22])=[O:14])[CH:10]=[CH:11][N:6]2[N:5]=1)([CH3:2])[CH3:3]. Procedure: A mixture of 5-(2-isopropyl-[1,2,4]triazolo[1,5-a]pyridin-7-ylcarbamoyl)-1-methyl-1H-pyrazole-4-carboxylic acid (70 mg, 213 μmol), pyrrolidine (70.5 μl, 853 μmol), propylphosphonic anhydride (50% in ethyl acetate, 314 μl, 533 μmol) and diisopropylethylamine (112 μl, 640 μmol) in tetrahydrofurane (4 ml) is stirred for 3.5 days at 25° C. The solvent is evaporated and the residue stirred for 1 hr with sat. aqueous sodium hydrogencarbonate solution. The precipitated solid is collected by filtration,... The reactants are CC(CN)(C)C1=CC=C(C=C1)C1=NN(C=N1)C1=CC=C(C=C1)OC(F)(F)F (2-methyl-2-(4-(1-(4-(trifluoromethoxy)phenyl)-1H-1,2,4-triazol-3-yl)phenyl)propan-1-amine), [N+](=O)([O-])C1=CC=C(C=C1)C1C(N(/C(/S1)=N/C([O-])=O)C1=C(C=CC(=C1)C)C(C)C)=O ((Z)-4-nitrophenyl(3-(2-isopropyl-5-methylphenyl)-4-oxothiazolidin-2-ylidene)carbamate). Product: C(C)(C)C1=C(C=C(C=C1)C)N1/C(/SCC1=O)=N/C(=O)NCC(C)(C1=CC=C(C=C1)C1=NN(C=N1)C1=CC=C(C=C1)OC(F)(F)F)C ((Z)-1-(3-(2-isopropyl-5-methylphenyl)-4-oxothiazolidin-2-ylidene)-3-(2-methyl-2-(4-(1-(4-(trifluoromethoxy)phenyl)-1H-1,2,4-triazol-3-yl)phenyl)propyl)urea), foam. The yield is 46.0%. Reaction SMILES: [CH3:1][C:2]([C:6]1[CH:11]=[CH:10][C:9]([C:12]2[N:16]=[CH:15][N:14]([C:17]3[CH:22]=[CH:21][C:20]([O:23][C:24]([F:27])([F:26])[F:25])=[CH:19][CH:18]=3)[N:13]=2)=[CH:8][CH:7]=1)([CH3:5])[CH2:3][NH2:4].[N+](C1C=CC([CH:37]2[S:41]/[C:40](=[N:42]\[C:43](=O)[O-:44])/[N:39]([C:46]3[CH:51]=[C:50]([CH3:52])[CH:49]=[CH:48][C:47]=3[CH:53]([CH3:55])[CH3:54])[C:38]2=[O:56])=CC=1)([O-])=O>>[CH:53]([C:47]1[CH:48]=[CH:49][C:50]([CH3:52])=[CH:51][C:46]=1[N:39]1[C:38](=[O:56])[CH2:37][S:41]/[C:40]/1=[N:42]\[C:43]([NH:4][CH2:3][C:2]([CH3:1])([C:6]1[CH:11]=[CH:10][C:9]([C:12]2[N:16]=[CH:15][N:14]([C:17]3[CH:22]=[CH:21][C:20]([O:23][C:24]([F:27])([F:26])[F:25])=[CH:19][CH:18]=3)[N:13]=2)=[CH:8][CH:7]=1)[CH3:5])=[O:44])([CH3:55])[CH3:54]. Procedure: The title compound was prepared as described in Example 95 using 2-methyl-2-(4-(1-(4-(trifluoromethoxy)phenyl)-1H-1,2,4-triazol-3-yl)phenyl)propan-1-amine (CB29) and (Z)-4-nitrophenyl(3-(2-isopropyl-5-methylphenyl)-4-oxothiazolidin-2-ylidene)carbamate (CA50), purified by flash column chromatography using 0-100% ethyl acetate/B, where B=1:1 dichloromethane/hexanes, as eluent and isolated as a brown glassy foam (0.084 g, 46%). Starting materials: C(C)(C)(C)OC(=O)N1CCC(CC1)NC1=CC=C(C=C1)C (1-(tert-Butoxycarbonyl)-4-[(4-methylphenyl)amino]piperidine), COC=1C=C(C=C(C1OC)OC)C=1C=C(CCl)C=CC1 (3-(3,4,5-trimethoxyphenyl)benzyl chloride). Product: C(C)(C)(C)OC(=O)N1CCC(CC1)N(CC1=CC(=CC=C1)C1=CC(=C(C(=C1)OC)OC)OC)C1=CC=C(C=C1)C (1-(tert-Butoxycarbonyl)4-[N-(4-methylphenyl)-N-[3-(3,4,5-trimethoxyphenyl)benzyl]amino]piperidine). RXN SMILES: [C:1]([O:5][C:6]([N:8]1[CH2:13][CH2:12][CH:11]([NH:14][C:15]2[CH:20]=[CH:19][C:18]([CH3:21])=[CH:17][CH:16]=2)[CH2:10][CH2:9]1)=[O:7])([CH3:4])([CH3:3])[CH3:2].[CH3:22][O:23][C:24]1[CH:25]=[C:26]([C:34]2[CH:35]=[C:36]([CH:39]=[CH:40][CH:41]=2)[CH2:37]Cl)[CH:27]=[C:28]([O:32][CH3:33])[C:29]=1[O:30][CH3:31]>>[C:1]([O:5][C:6]([N:8]1[CH2:13][CH2:12][CH:11]([N:14]([C:15]2[CH:20]=[CH:19][C:18]([CH3:21])=[CH:17][CH:16]=2)[CH2:37][C:36]2[CH:39]=[CH:40][CH:41]=[C:34]([C:26]3[CH:27]=[C:28]([O:32][CH3:33])[C:29]([O:30][CH3:31])=[C:24]([O:23][CH3:22])[CH:25]=3)[CH:35]=2)[CH2:10][CH2:9]1)=[O:7])([CH3:4])([CH3:3])[CH3:2]. Procedure details: 1-(tert-Butoxycarbonyl)-4-[(4-methylphenyl)amino]piperidine (581 mg) and 3-(3,4,5-trimethoxyphenyl)benzyl chloride (586 mg) was treated in the same manner as described in Example 9 to give light yellow amorphous of the title compound. Reactants: CN(C1=CC=C(C=C1)NC(C1=C(C=CC=C1)N)=O)C (N-(4-dimethylaminophenyl)-2-aminobenzamide), [H-].[Al+3].[Li+].[H-].[H-].[H-] (lithium aluminium hydride), O (water). The solvent is C1CCOC1 (THF), C1CCOC1 (THF). The product is NC1=C(CNC2=CC=C(C=C2)N(C)C)C=CC=C1 (N-(2-aminobenzyl)-N',N'-dimethyl-1,4-phenylenediamine). The yield is 58.2%. Reaction SMILES: [H-].[Al+3].[Li+].[H-].[H-].[H-].[CH3:7][N:8]([CH3:25])[C:9]1[CH:14]=[CH:13][C:12]([NH:15][C:16](=O)[C:17]2[CH:22]=[CH:21][CH:20]=[CH:19][C:18]=2[NH2:23])=[CH:11][CH:10]=1.O>C1COCC1>[NH2:23][C:18]1[CH:19]=[CH:20][CH:21]=[CH:22][C:17]=1[CH2:16][NH:15][C:12]1[CH:13]=[CH:14][C:9]([N:8]([CH3:25])[CH3:7])=[CH:10][CH:11]=1 |f:0.1.2.3.4.5|. Reported procedure: To a suspension of lithium aluminium hydride (0.61 g) in THF (30 ml) was added dropwise under ice-cooling a solution of N-(4-dimethylaminophenyl)-2-aminobenzamide (2.0 g) in THF (20 ml) and the mixture was heated finder reflux. To this mixture was added dropwise small portions of water, the insolubles were filtered, and the solvent was distilled off. Purification of the residue by a silica gel column chromatography (hexane:ethyl acetate=1:1) and recrystallization from ethyl acetate/hexane afford...